Dataset: the Open Reaction Database (ORD), a public repository of structured organic reaction records. Task: describe an organic reaction: reactants, conditions, products, and yield Reactants: NC(C(=O)O)C1=CC(=C(C=C1)Cl)F (2-amino-2-(4-chloro-3-fluorophenyl)acetic acid), S(=O)(Cl)Cl (thionyl chloride), CO (MeOH). Run at time 18 hour. Product: Cl.NC(C(=O)OC)C1=CC(=C(C=C1)Cl)F (methyl 2-amino-2-(4-chloro-3-fluorophenyl)acetate hydrochloride). Isolated yield 105.0%. Reaction SMILES: [NH2:1][CH:2]([C:6]1[CH:11]=[CH:10][C:9]([Cl:12])=[C:8]([F:13])[CH:7]=1)[C:3]([OH:5])=[O:4].S(Cl)(Cl)=O.[CH3:18]O>>[ClH:12].[NH2:1][CH:2]([C:6]1[CH:11]=[CH:10][C:9]([Cl:12])=[C:8]([F:13])[CH:7]=1)[C:3]([O:5][CH3:18])=[O:4] |f:3.4|. Procedure details: To a solution of 2-amino-2-(4-chloro-3-fluorophenyl)acetic acid (5.00 g, 24.56 mmol) in MeOH (30 mL) at 0° C. was added dropwise thionyl chloride (5.37 mL, 73.67 mmol) and the reaction was stirred for 18 h. The reaction mixture was concentrated and the solids were triturated with Et2O to afford 6.580 g (105%) of methyl 2-amino-2-(4-chloro-3-fluorophenyl)acetate hydrochloride (42) which was used without further purification. The reactants are OC1C(C/C(/CC1)=N/O)(C)C ((E)-4-hydroxy-3,3-dimethylcyclohexanone oxime), C(Cl)Cl (DCM). Reagents/catalysts: [Ni] (Ni). The solvent is CO (MeOH), CO (MeOH). Run at time 8 hour. Product: NC1CC(C(CC1)O)(C)C (4-amino-2,2-dimethylcyclohexanol). Isolated yield 92.0%. Reaction SMILES: [OH:1][CH:2]1[CH2:7][CH2:6]/[C:5](=[N:8]\O)/[CH2:4][C:3]1([CH3:11])[CH3:10].C(Cl)Cl>CO.[Ni]>[NH2:8][CH:5]1[CH2:6][CH2:7][CH:2]([OH:1])[C:3]([CH3:11])([CH3:10])[CH2:4]1. Procedure: To a solution of (E)-4-hydroxy-3,3-dimethylcyclohexanone oxime (1.0 equiv.) in MeOH (0.8 M) was added Raney-Ni (10 equiv.). The reaction mixture was stirred at room temperature under hydrogen atmosphere overnight. TLC (DCM:MeOH=10:1) showed that the reaction was completed. The mixture was filtered and the filtrate was concentrated in vacuo to give 4-amino-2,2-dimethylcyclohexanol (92% yield), which was used in the next step without further purification. Starting materials: [CH-]1C=CC=C1.[CH-]1C=CC=C1.[Fe+2] (ferrocene), C(C)(C)(C)C1=CC2=C(OP(OC3=C(C2)C=C(C=C3C(C)(C)C)C(C)(C)C)Cl)C(=C1)C(C)(C)C (2,4,8,10-tetrakis(tert-butyl)-6-chloro-12H-dibenzo[d,g][1,3,2]dioxaphosphocin), C(CCC)[Li] (n-butyl lithium), CN(CCN(C)C)C (N,N,N',N'-tetramethylethylenediamine). The solvent is CCCCCC (hexane), CCCCCC (hexane), O1CCCC1 (tetrahydrofuran). The product is C(C)(C)(C)C1=CC2=C(OP(OC3=C(C2)C=C(C=C3C(C)(C)C)C(C)(C)C)[C-]3C=CC=C3)C(=C1)C(C)(C)C.[C-]1(C=CC=C1)P1OC3=C(CC2=C(O1)C(=CC(=C2)C(C)(C)C)C(C)(C)C)C=C(C=C3C(C)(C)C)C(C)(C)C.[Fe+2] (1,1'-Bis[2,4,8,10-tetrakis(tert-butyl)-12H-dibenzo[d,g][1,3,2]dioxaphosphocin-6-yl]ferrocene). Yield: 58.5%. As a reaction SMILES: [CH-:1]1[CH:5]=[CH:4][CH:3]=[CH:2]1.[CH-:6]1[CH:10]=[CH:9][CH:8]=[CH:7]1.[Fe+2:11].C([Li])CCC.CN(C)CCN(C)C.[C:25]([C:29]1[CH:53]=[C:52]([C:54]([CH3:57])([CH3:56])[CH3:55])[C:32]2[O:33][P:34](Cl)[O:35][C:36]3[C:42]([C:43]([CH3:46])([CH3:45])[CH3:44])=[CH:41][C:40]([C:47]([CH3:50])([CH3:49])[CH3:48])=[CH:39][C:37]=3[CH2:38][C:31]=2[CH:30]=1)([CH3:28])([CH3:27])[CH3:26]>CCCCCC.O1CCCC1>[C:25]([C:29]1[CH:53]=[C:52]([C:54]([CH3:57])([CH3:56])[CH3:55])[C:32]2[O:33][P:34]([C-:1]3[CH:5]=[CH:4][CH:3]=[CH:2]3)[O:35][C:36]3[C:42]([C:43]([CH3:45])([CH3:44])[CH3:46])=[CH:41][C:40]([C:47]([CH3:50])([CH3:49])[CH3:48])=[CH:39][C:37]=3[CH2:38][C:31]=2[CH:30]=1)([CH3:28])([CH3:27])[CH3:26].[C-:6]1([P:34]2[O:35][C:36]3[C:42]([C:43]([CH3:44])([CH3:45])[CH3:46])=[CH:41][C:40]([C:47]([CH3:50])([CH3:48])[CH3:49])=[CH:39][C:37]=3[CH2:38][C:31]3[CH:30]=[C:29]([C:25]([CH3:28])([CH3:27])[CH3:26])[CH:53]=[C:52]([C:54]([CH3:57])([CH3:56])[CH3:55])[C:32]=3[O:33]2)[CH:10]=[CH:9][CH:8]=[CH:7]1.[Fe+2:11] |f:0.1.2,8.9.10|. Procedure: The general procedure of Example 1 is followed using 3.5 g (18.8 mmol) of ferrocene in 30 mL of hexane, 25 mL of a 1.6M hexane solution of n-butyl lithium, 4.5 g (38.7 mmol) of N,N,N',N'-tetramethylethylenediamine and 20 g (41 mmol) of 2,4,8,10-tetrakis(tert-butyl)-6-chloro-12H-dibenzo[d,g][1,3,2]dioxaphosphocin in 100 mL of tetrahydrofuran. The residue is triturated with hexane and the resultant solid is recrystallized from an acetonitrile/tetrahydrofuran mixture to give 12 g (58.5% yield) of a... Starting materials: BrC1=CC(=C(C(=O)O)C=C1)[N+](=O)[O-] (4-bromo-2-nitrobenzoic acid), N1(CCCCCCNCCC1)C1CCCCCCCCCC1 (1,8-diazabicycloundecane), O (water), CI (MeI). Run in CN(C)C=O (DMF). Conditions: temperature 0 celsius, time 15 minute. Product: BrC1=CC(=C(C(=O)OC)C=C1)[N+](=O)[O-] (methyl 4-bromo-2-nitrobenzoate). Isolated yield 90.2%. As a reaction SMILES: [Br:1][C:2]1[CH:10]=[CH:9][C:5]([C:6]([OH:8])=[O:7])=[C:4]([N+:11]([O-:13])=[O:12])[CH:3]=1.N1(C2CCCCCCCCCC2)CCCNCCCCC[CH2:15]1.CI.O>CN(C=O)C>[Br:1][C:2]1[CH:10]=[CH:9][C:5]([C:6]([O:8][CH3:15])=[O:7])=[C:4]([N+:11]([O-:13])=[O:12])[CH:3]=1. Procedure: To a stirred solution of 4-bromo-2-nitrobenzoic acid (3.81 g, 15 mmol) in DMF (30 mL) at 0° C. was added 1,8-diazabicycloundecane (DBU; 10.3 mL, 75 mmol) followed by MeI (4.67 mL, 75 mmol). The mixture was stirred for 15 min at 0° C., then was allowed to warm to rt and was stirred overnight. The mixture was poured into water and extracted with EtOAc (2×). The combined organic extracts were washed with water (2×), dried (MgSO4), and concentrated. The residue was purified by flash chromatography (... The reactants are NCc1cn(-c2ccccc2)c2cc(Cl)ccc2c1=O, NC(=O)c1ccc(C(=O)O)cc1. Product: NC(=O)c1ccc(C(=O)NCc2cn(-c3ccccc3)c3cc(Cl)ccc3c2=O)cc1. RXN SMILES: [NH2:1][CH2:2][c:3]1[cH:4][n:5](-[c:15]2[cH:16][cH:17][cH:18][cH:19][cH:20]2)[c:6]2[cH:7][c:8]([Cl:14])[cH:9][cH:10][c:11]2[c:12]1=[O:13].[NH2:21][C:22](=[O:23])[c:24]1[cH:25][cH:26][c:27]([C:28](=[O:29])[OH:30])[cH:31][cH:32]1>>[NH:1]([CH2:2][c:3]1[cH:4][n:5](-[c:15]2[cH:16][cH:17][cH:18][cH:19][cH:20]2)[c:6]2[cH:7][c:8]([Cl:14])[cH:9][cH:10][c:11]2[c:12]1=[O:13])[C:28]([c:27]1[cH:26][cH:25][c:24]([C:22]([NH2:21])=[O:23])[cH:32][cH:31]1)=[O:29]. The reactants are C1([C@H]2[C@@H](C(=O)O1)CC=CC2)=O (cis-1,2,3,6-tetrahydrophthalic anhydride), [NH4+].[Cl-] (NH4Cl), Cl (HCl), COC=1C=C(C=CC1OC)[Mg]Br (3,4-Dimethoxyphenylmagnesium bromide), ice. Solvent: C1CCOC1 (THF), C(Cl)Cl (CH2Cl2), C1CCOC1 (THF). Conditions: temperature 0 celsius, time 30 minute. Yields the product COC=1C=C(C(=O)C2CC=CCC2C(=O)O)C=CC1OC (6-(3,4-Dimethoxy-benzoyl)-cyclohex-3-enecarboxylic acid). The yield is 10.0%. Reaction SMILES: [CH3:1][O:2][C:3]1[CH:4]=[C:5]([Mg]Br)[CH:6]=[CH:7][C:8]=1[O:9][CH3:10].[C:13]1(=[O:23])[O:18][C:16](=[O:17])[C@H:15]2[CH2:19][CH:20]=[CH:21][CH2:22][C@@H:14]12.[NH4+].[Cl-].Cl>C1COCC1.C(Cl)Cl>[CH3:1][O:2][C:3]1[CH:4]=[C:5]([CH:6]=[CH:7][C:8]=1[O:9][CH3:10])[C:13]([CH:14]1[CH:15]([C:16]([OH:18])=[O:17])[CH2:19][CH:20]=[CH:21][CH2:22]1)=[O:23] |f:2.3|. Procedure details: A solution of 17 (59 mmol, 0.29 M) in THF was added dropwise to an ice-cooled solution of cis-1,2,3,6-tetrahydrophthalic anhydride in THF (120 mL) over a 1 hr period. After the addition was complete, the resulting mixture was stirred for another 30 min at 0° C. The reaction mixture was allowed to warm to rt and stirred overnight. The reaction was then stopped with sat. NH4Cl and the pH adjusted to 2 with concentrated HCl(aq) and then extracted with diethyl ether. The organic layer was washed wit... The reactants are INTERMEDIATE 33, [Si](C1=CC=CC=C1)(C1=CC=CC=C1)(C(C)(C)C)OC[C@@H]1OCCN(C1)CC[C@H](CSC1=CC=CC=C1)NC1=C(C=C(C=C1)S(=O)(=O)N)S(=O)(=O)C(F)(F)F (4-((R)-4-((R)-2-((tert-butyldiphenylsilyloxy)methyl)morpholino)-1-(phenylthio)butan-2-ylamino)-3-(trifluoromethyl sulfonyl)benzenesulfonamide), [Si](C1=CC=CC=C1)(C1=CC=CC=C1)(C(C)(C)C)OC[C@@H]1OCCN(C1)CC[C@H](CSC1=CC=CC=C1)NC1=C(C=C(C=C1)S(=O)(=O)N)S(=O)(=O)C(F)(F)F (4-((R)-4-((R)-2-((tert-butyldiphenylsilyloxy)methyl)morpholino)-1-(phenylthio)butan-2-ylamino)-3-(trifluoromethyl sulfonyl)benzenesulfonamide), [Si](C)(C)(C(C)(C)C)O[C@H](C1CCN(CC1)C1=CC=C(C(=O)O)C=C1)C1=C(C=CC=C1)C1=CC=C(C=C1)Cl ((R)-4-(4-((tert-butyldimethylsilyloxy)(4 ′-chlorobiphenyl-2-yl)methyl)piperidin-1-yl)benzoic acid), [Si](C)(C)(C(C)(C)C)O[C@H](C1CCN(CC1)C1=CC=C(C(=O)O)C=C1)C1=C(C=CC=C1)C1=CC=C(C=C1)Cl ((R)-4-(4-((tert-butyldimethylsilyloxy)(4 ′-chlorobiphenyl-2-yl)methyl)piperidin-1-yl)benzoic acid). Yields the product [Si](C)(C)(C(C)(C)C)O[C@H](C1CCN(CC1)C1=CC=C(C(=O)NS(=O)(=O)C2=CC(=C(C=C2)N[C@@H](CSC2=CC=CC=C2)CCN2C[C@@H](OCC2)CO[Si](C2=CC=CC=C2)(C2=CC=CC=C2)C(C)(C)C)S(=O)(=O)C(F)(F)F)C=C1)C1=C(C=CC=C1)C1=CC=C(C=C1)Cl (4-(4-((R)-(tert-butyldimethylsilyloxy)(4′-chlorobiphenyl-2-yl)methyl)piperidin-1-yl)-N-(4-((R)-4-((R)-2-((tert-butyldiphenylsilyloxy)methyl)morpholino)-1-(phenylthio)butan-2-ylamino)-3-(trifluoromethylsulfonyl)phenylsulfonyl)benzamide). Isolated yield 63.8%. Reaction SMILES: [Si:1]([O:8][C@@H:9]([C:25]1[CH:30]=[CH:29][CH:28]=[CH:27][C:26]=1[C:31]1[CH:36]=[CH:35][C:34]([Cl:37])=[CH:33][CH:32]=1)[CH:10]1[CH2:15][CH2:14][N:13]([C:16]2[CH:24]=[CH:23][C:19]([C:20](O)=[O:21])=[CH:18][CH:17]=2)[CH2:12][CH2:11]1)([C:4]([CH3:7])([CH3:6])[CH3:5])([CH3:3])[CH3:2].[Si:38]([O:55][CH2:56][C@H:57]1[CH2:62][N:61]([CH2:63][CH2:64][C@@H:65]([NH:74][C:75]2[CH:80]=[CH:79][C:78]([S:81]([NH2:84])(=[O:83])=[O:82])=[CH:77][C:76]=2[S:85]([C:88]([F:91])([F:90])[F:89])(=[O:87])=[O:86])[CH2:66][S:67][C:68]2[CH:73]=[CH:72][CH:71]=[CH:70][CH:69]=2)[CH2:60][CH2:59][O:58]1)([C:51]([CH3:54])([CH3:53])[CH3:52])([C:45]1[CH:50]=[CH:49][CH:48]=[CH:47][CH:46]=1)[C:39]1[CH:44]=[CH:43][CH:42]=[CH:41][CH:40]=1>>[Si:1]([O:8][C@@H:9]([C:25]1[CH:30]=[CH:29][CH:28]=[CH:27][C:26]=1[C:31]1[CH:36]=[CH:35][C:34]([Cl:37])=[CH:33][CH:32]=1)[CH:10]1[CH2:15][CH2:14][N:13]([C:16]2[CH:24]=[CH:23][C:19]([C:20]([NH:84][S:81]([C:78]3[CH:79]=[CH:80][C:75]([NH:74][C@H:65]([CH2:64][CH2:63][N:61]4[CH2:60][CH2:59][O:58][C@@H:57]([CH2:56][O:55][Si:38]([C:51]([CH3:52])([CH3:53])[CH3:54])([C:45]5[CH:46]=[CH:47][CH:48]=[CH:49][CH:50]=5)[C:39]5[CH:44]=[CH:43][CH:42]=[CH:41][CH:40]=5)[CH2:62]4)[CH2:66][S:67][C:68]4[CH:73]=[CH:72][CH:71]=[CH:70][CH:69]=4)=[C:76]([S:85]([C:88]([F:89])([F:90])[F:91])(=[O:86])=[O:87])[CH:77]=3)(=[O:83])=[O:82])=[O:21])=[CH:18][CH:17]=2)[CH2:12][CH2:11]1)([C:4]([CH3:7])([CH3:6])[CH3:5])([CH3:3])[CH3:2]. Procedure details: The title product (77 mg, 66%) was prepared using a procedure similar to the one described for the synthesis of INTERMEDIATE 33. (R)-4-(4-((tert-Butyldimethylsilyloxy)(4′-chlorobiphenyl-2-yl)methyl)piperidin-1-yl)benzoic acid (INTERMEDIATE 13, 51.7 mg, 0.10 mmol) and 4-((R)-4-((R)-2-((tert-butyldiphenylsilyloxy)methyl)morpholino)-1-(phenylthio)butan-2-ylamino)-3-(trifluoromethyl sulfonyl)benzenesulfonamide (INTERMEDIATE 98, 72 mg, 0.09 mmol) were used as starting materials. The title product was... The reactants are C(#N)C1=CC=C(C=C1)C[C@@H](C(=O)O)NC(=O)OCCCC ((S)-3-(4-cyanophenyl)-2-(butyloxycarbonylamino)propionic acid), CS(=O)(=O)N1CCNCC1 (1-methanesulfonyl-piperazine), CN1CCOCC1 (N-methylmorpholine), Cl.CN(CCCN=C=NCC)C (1-(3-dimethylaminopropyl)-3-ethylcarbodiimide hydrochloride), O.ON1N=NC2=C1C=CC=C2 (1-hydroxybenzotriazole hydrate). Solvent: CN(C=O)C (dimethylformamide). Reaction conditions: temperature 0 celsius. Yields the product C(CCC)OC(=O)N[C@@H](CC1=CC=C(C#N)C=C1)C(=O)N1CCN(CC1)S(=O)(=O)C ((S)-4-[2-(butyloxycarbonyl-amino)-3-(4-methylsulfonyl-piperazinyl)-3-oxo-propyl]-benzonitrile). The yield is 94.3%. RXN SMILES: [C:1]([C:3]1[CH:8]=[CH:7][C:6]([CH2:9][C@H:10]([NH:14][C:15]([O:17][CH2:18][CH2:19][CH2:20][CH3:21])=[O:16])[C:11]([OH:13])=O)=[CH:5][CH:4]=1)#[N:2].Cl.CN(C)CCCN=C=NCC.O.ON1C2C=CC=CC=2N=N1.[CH3:45][S:46]([N:49]1[CH2:54][CH2:53][NH:52][CH2:51][CH2:50]1)(=[O:48])=[O:47].CN1CCOCC1>CN(C)C=O>[CH2:18]([O:17][C:15]([NH:14][C@H:10]([C:11]([N:52]1[CH2:53][CH2:54][N:49]([S:46]([CH3:45])(=[O:48])=[O:47])[CH2:50][CH2:51]1)=[O:13])[CH2:9][C:6]1[CH:5]=[CH:4][C:3]([C:1]#[N:2])=[CH:8][CH:7]=1)=[O:16])[CH2:19][CH2:20][CH3:21] |f:1.2,3.4|. Procedure: (S)-3-(4-cyanophenyl)-2-(butyloxycarbonylamino)propionic acid(0.5 g, 1.7 mmole) was dissolved in dimethylformamide(DMF, 20 ml) and then cooled to 0° C. Then, 1-(3-dimethylaminopropyl)-3-ethylcarbodiimide hydrochloride(EDC, 0.5 g) and 1-hydroxybenzotriazole hydrate(HOBT,0.3 g) were added to this solution and stirred until they are completely dissolved therein. To this reaction mixture were added 1-methanesulfonyl-piperazine(0.3 g) and N-methylmorpholine(0.2 ml), and then the temperature was slowl... The reactants are Cl (hydrochloric acid), C1CCOC1 (THF), ClC=1C=C2CC(C(NC2=CC1)=O)C(=O)N(C)C (6-chloro-N,N-dimethyl-2-oxo-1,2,3,4-tetrahydro-3-quinolinecarboxamide). Run in O (water). Reaction conditions: time 15 hour. The product is ClC=1C=C2CC(CNC2=CC1)CN(C)C (6-Chloro-3-(N,N-dimethylamino)methyl-1,2,3,4-tetrahydroquinoline). The yield is 75.4%. Reaction SMILES: C1COCC1.[Cl:6][C:7]1[CH:8]=[C:9]2[C:14](=[CH:15][CH:16]=1)[NH:13][C:12](=O)[CH:11]([C:18]([N:20]([CH3:22])[CH3:21])=O)[CH2:10]2.Cl>O>[Cl:6][C:7]1[CH:8]=[C:9]2[C:14](=[CH:15][CH:16]=1)[NH:13][CH2:12][CH:11]([CH2:18][N:20]([CH3:22])[CH3:21])[CH2:10]2. Procedure: 1M Borane/THF complex (33 ml) was added to a THF (300 ml) suspension of 6-chloro-N,N-dimethyl-2-oxo-1,2,3,4-tetrahydro-3-quinolinecarboxamide (2.135 g). The reaction mixture was heated under reflux for 6 hours, and left standing for cooling. The reaction mixture was ice-cooled, to which was added water (5 ml) and 6N hydrochloric acid (30 ml). The mixture was stirred at room temperature for 15 hours, then concentrated. 3N aqueous sodium hydroxide solution was added to the residue to make basic, w... Yields the product CCCCc1cc(C(=Cc2cc(OC)c(OC)c(OC)c2)S(C)=O)n2nccc2n1. The reactants are CCCCc1cc(C(=Cc2cc(OC)c(OC)c(OC)c2)SC)n2nccc2n1, CC(=O)O, ClCCl, OO. RXN SMILES: [CH2:1]([CH2:2][CH2:3][CH3:4])[c:5]1[n:6][c:7]2[n:8]([c:9]([C:11](=[CH:12][c:13]3[cH:14][c:15]([O:23][CH3:24])[c:16]([O:21][CH3:22])[c:17]([O:19][CH3:20])[cH:18]3)[S:25][CH3:26])[cH:10]1)[n:27][cH:28][cH:29]2.[CH3:32][C:33](=[O:34])[OH:35].[Cl:36][CH2:37][Cl:38].[OH:30][OH:31]>>[CH2:1]([CH2:2][CH2:3][CH3:4])[c:5]1[n:6][c:7]2[n:8]([c:9]([C:11](=[CH:12][c:13]3[cH:14][c:15]([O:23][CH3:24])[c:16]([O:21][CH3:22])[c:17]([O:19][CH3:20])[cH:18]3)[S:25]([CH3:26])=[O:30])[cH:10]1)[n:27][cH:28][cH:29]2.